This data is from the Open Reaction Database (ORD), a public repository of structured organic reaction records. The task is: describe an organic reaction: reactants, conditions, products, and yield Starting materials: C1CCOC1, C1CCOC1, C[Si](C)(C)[N-][Si](C)(C)C, Cc1ccccc1, COc1ccc(-n2nc(CI)cc2-c2ccc(Cl)c(Cl)c2)cc1, [Na+], Cc1cccc(CC(=O)N2C(=O)OC3Cc4ccccc4C32)c1. The product is COc1ccc(-n2nc(CC(C(=O)N3C(=O)OC4Cc5ccccc5C43)c3cccc(C)c3)cc2-c2ccc(Cl)c(Cl)c2)cc1. As a reaction SMILES: [CH2:34]1[O:35][CH2:36][CH2:37][CH2:38]1.[CH2:69]1[O:70][CH2:71][CH2:72][CH2:73]1.[CH3:24][Si:25]([N-:26][Si:27]([CH3:28])([CH3:29])[CH3:30])([CH3:31])[CH3:32].[CH3:39][c:40]1[cH:41][cH:42][cH:43][cH:44][cH:45]1.[Cl:46][c:47]1[cH:48][c:49](-[c:54]2[cH:55][c:56]([CH2:67][I:68])[n:57][n:58]2-[c:59]2[cH:60][cH:61][c:62]([O:65][CH3:66])[cH:63][cH:64]2)[cH:50][cH:51][c:52]1[Cl:53].[Na+:33].[c:1]1([CH3:23])[cH:2][c:3]([CH2:7][C:8](=[O:9])[N:10]2[C:11](=[O:22])[O:12][CH:13]3[CH:14]2[c:15]2[cH:16][cH:17][cH:18][cH:19][c:20]2[CH2:21]3)[cH:4][cH:5][cH:6]1>>[c:1]1([CH3:23])[cH:2][c:3]([CH:7]([C:8](=[O:9])[N:10]2[C:11](=[O:22])[O:12][CH:13]3[CH:14]2[c:15]2[cH:16][cH:17][cH:18][cH:19][c:20]2[CH2:21]3)[CH2:67][c:56]2[cH:55][c:54](-[c:49]3[cH:48][c:47]([Cl:46])[c:52]([Cl:53])[cH:51][cH:50]3)[n:58](-[c:59]3[cH:60][cH:61][c:62]([O:65][CH3:66])[cH:63][cH:64]3)[n:57]2)[cH:4][cH:5][cH:6]1.